This data is from the Open Reaction Database (ORD), a public repository of structured organic reaction records. The task is: describe an organic reaction: reactants, conditions, products, and yield The reactants are CC(C)(C)OC(=O)NCc1ccc2c(c1)nc(Cn1c(=O)n(CC(F)(F)F)c(=O)c3ccccc31)n2CCCCOC(=O)C(C)(C)C, ClCCl, Cl, O=C(O)C(F)(F)F, C1COCCO1. Product: CC(C)(C)C(=O)OCCCCn1c(Cn2c(=O)n(CC(F)(F)F)c(=O)c3ccccc32)nc2cc(CN)ccc21. RXN SMILES: [C:1]([O:2][C:3](=[O:4])[NH:8][CH2:9][c:10]1[cH:11][c:12]2[c:13]([n:14]([CH2:35][CH2:36][CH2:37][CH2:38][O:39][C:40]([C:41]([CH3:42])([CH3:43])[CH3:44])=[O:45])[c:15]([CH2:17][n:18]3[c:19](=[O:34])[n:20]([CH2:29][C:30]([F:31])([F:32])[F:33])[c:21](=[O:28])[c:22]4[cH:23][cH:24][cH:25][cH:26][c:27]34)[n:16]2)[cH:46][cH:47]1)([CH3:5])([CH3:6])[CH3:7].[Cl:62][CH2:63][Cl:64].[ClH:55].[F:48][C:49]([F:50])([F:51])[C:52]([OH:53])=[O:54].[O:56]1[CH2:57][CH2:58][O:59][CH2:60][CH2:61]1>>[NH2:8][CH2:9][c:10]1[cH:11][c:12]2[c:13]([n:14]([CH2:35][CH2:36][CH2:37][CH2:38][O:39][C:40]([C:41]([CH3:42])([CH3:43])[CH3:44])=[O:45])[c:15]([CH2:17][n:18]3[c:19](=[O:34])[n:20]([CH2:29][C:30]([F:31])([F:32])[F:33])[c:21](=[O:28])[c:22]4[cH:23][cH:24][cH:25][cH:26][c:27]34)[n:16]2)[cH:46][cH:47]1. Reactants: ClC1=CC=C(C=C1)[N+](=O)[O-] (4-Chloro-1-nitrobenzene), C(C)(=S)O (thioacetic acid). The reagents and catalysts are C(=O)([O-])[O-].[K+].[K+] (K2CO3). Reaction conditions: temperature 150 celsius. Product: ClC1=CC=C(C=C1)NC(C)=O (N-(4-Chloro-phenyl)-acetamide). Yield: 90.5%. Reaction SMILES: [Cl:1][C:2]1[CH:7]=[CH:6][C:5]([N+:8]([O-])=O)=[CH:4][CH:3]=1.[C:11]([OH:14])(=S)[CH3:12]>C([O-])([O-])=O.[K+].[K+]>[Cl:1][C:2]1[CH:7]=[CH:6][C:5]([NH:8][C:11](=[O:14])[CH3:12])=[CH:4][CH:3]=1 |f:2.3.4|. Reported procedure: In one example, under nitrogen gas, a stirred mixture of 4-Chloro-1-nitrobenzene (e.g., about 1 g, 6.35 mmol), thioacetic acid (e.g., about 1.93 g, 25.39 mmol), K2CO3 (e.g., about 0.050 g, 0.36 mmol), and dry Triton-X 405 (e.g., about 0.010 g) were heated at about 150° C. The progress of the reaction was monitored by HPLC and GC. After four hours the reaction was cooled to room temperature, and acetone (e.g., about 8 mL) was added and filtered through a sintered glass funnel. Evaporation of the ... Starting materials: CC(Cl)c1cccnc1, O=C(C%23=COC(C%24=CC=C(O)C=C%24)=N%23)OCC. The reagents and catalysts are O=C([O-])[O-].[Cs+].[Cs+] (cesium carbonate), [I-].[K+] (potassium iodide). Run in CN(C)C=O (DMF), CN(C)C=O (dmf), CN(C)C=O (DMF). Run at temperature 70 celsius, time 16 hour. Yields the product O=C(C%34=COC(C%35=CC=C(OC(C)C%36=CC=CN=C%36)C=C%35)=N%34)OCC.